This data is from the Open Reaction Database (ORD), a public repository of structured organic reaction records. The task is: describe an organic reaction: reactants, conditions, products, and yield Starting materials: BrC1=CC=CC=C1 (bromobenzene), C1(CCCCC1)P(C1=C(C=CC=C1)C1=C(C=C(C=C1C(C)C)C(C)C)C(C)C)C1CCCCC1 (dicyclohexyl(2′,4′,6′-triisopropylbiphenyl-2-yl)phosphine), P(=O)([O-])([O-])[O-].[K+].[K+].[K+] (potassium phosphate), FC(C1=NC2=C(N1C1=NC(=NC(=C1)N1CCOCC1)NCC1CCNCC1)C=CC=C2)F (4-[2-(difluoromethyl)-1H-benzimidazol-1-yl]-6-morpholin-4-yl-N-(piperidin-4-ylmethyl)pyrimidin-2-amine). The reagents and catalysts are C=1C=CC(=CC1)/C=C/C(=O)/C=C/C2=CC=CC=C2.C=1C=CC(=CC1)/C=C/C(=O)/C=C/C2=CC=CC=C2.C=1C=CC(=CC1)/C=C/C(=O)/C=C/C2=CC=CC=C2.[Pd].[Pd] (tris(dibenzylideneacetone)dipalladium). Solvent: COCCOC (1,2-dimethoxyethane). Conditions: temperature 130 celsius, time 1 hour. Yields the product FC(C1=NC2=C(N1C1=NC(=NC(=C1)N1CCOCC1)NCC1CCN(CC1)C1=CC=CC=C1)C=CC=C2)F (4-[2-(difluoromethyl)-1H-benzimidazol-1-yl]-6-(morpholin-4-yl)-N-[(1-phenylpiperidin-4-yl)methyl]pyrimidin-2-amine). RXN SMILES: [F:1][CH:2]([F:32])[C:3]1[N:7]([C:8]2[CH:13]=[C:12]([N:14]3[CH2:19][CH2:18][O:17][CH2:16][CH2:15]3)[N:11]=[C:10]([NH:20][CH2:21][CH:22]3[CH2:27][CH2:26][NH:25][CH2:24][CH2:23]3)[N:9]=2)[C:6]2[CH:28]=[CH:29][CH:30]=[CH:31][C:5]=2[N:4]=1.Br[C:34]1[CH:39]=[CH:38][CH:37]=[CH:36][CH:35]=1.C1(P(C2CCCCC2)C2C=CC=CC=2C2C(C(C)C)=CC(C(C)C)=CC=2C(C)C)CCCCC1.P([O-])([O-])([O-])=O.[K+].[K+].[K+]>C1C=CC(/C=C/C(/C=C/C2C=CC=CC=2)=O)=CC=1.C1C=CC(/C=C/C(/C=C/C2C=CC=CC=2)=O)=CC=1.C1C=CC(/C=C/C(/C=C/C2C=CC=CC=2)=O)=CC=1.[Pd].[Pd].COCCOC>[F:32][CH:2]([F:1])[C:3]1[N:7]([C:8]2[CH:13]=[C:12]([N:14]3[CH2:19][CH2:18][O:17][CH2:16][CH2:15]3)[N:11]=[C:10]([NH:20][CH2:21][CH:22]3[CH2:23][CH2:24][N:25]([C:34]4[CH:39]=[CH:38][CH:37]=[CH:36][CH:35]=4)[CH2:26][CH2:27]3)[N:9]=2)[C:6]2[CH:28]=[CH:29][CH:30]=[CH:31][C:5]=2[N:4]=1 |f:3.4.5.6,7.8.9.10.11|. Procedure details: To a mixture of 4-[2-(difluoromethyl)-1H-benzimidazol-1-yl]-6-morpholin-4-yl-N-(piperidin-4-ylmethyl)pyrimidin-2-amine (50 mg) and 1,2-dimethoxyethane (1 mL) were added bromobenzene (24 μL), tris(dibenzylideneacetone)dipalladium (0) (6.5 mg), dicyclohexyl(2′,4′,6′-triisopropylbiphenyl-2-yl)phosphine (11 mg), and potassium phosphate (96 mg), and the mixture was stirred in a microwave reactor at 130° C. for 1 hour. The reaction mixture was filtered through celite, and to the filtrate was added sil... The reactants are C1(CCCCC1)ON1C(CC(CC1(C)C)=O)(C)C (N-cyclohexyloxy-4-oxo-2,2,6,6-tetramethylpiperidine), BrCCBr (1,2-dibromoethane), ICCC (iodopropane), C(#N)[Cu] (CuCN), [Li+].[Cl-] (LiCl), CC1(CC(=O)CC(N1[O])(C)C)C (4-oxo-TEMPO). Reagents/catalysts: [Zn] (Zn). Solvent: C[Si](Cl)(C)C (trimethyl-chlorosilane). Yields the product C(CC)ON1C(CC(CC1(C)C)=O)(C)C (N-Propoxy-4-oxo-2,2,6,6-tetramethylpiperidine). Yield: 26.0%. Reaction SMILES: [CH:1]1([O:7][N:8]2[C:13]([CH3:15])([CH3:14])[CH2:12][C:11](=[O:16])[CH2:10][C:9]2([CH3:18])[CH3:17])CCC[CH2:3][CH2:2]1.BrCCBr.ICCC.C([Cu])#N.[Li+].[Cl-].CC1(C)N([O])C(C)(C)CC(=O)C1>[Zn].C[Si](C)(C)Cl>[CH2:1]([O:7][N:8]1[C:9]([CH3:18])([CH3:17])[CH2:10][C:11](=[O:16])[CH2:12][C:13]1([CH3:14])[CH3:15])[CH2:2][CH3:3] |f:4.5,^1:35|. Reported procedure: N-Propoxy-4-oxo-2,2,6,6-tetramethylpiperidine (3.2 g, 26%) is synthesized in the same manner as described above with regard to N-cyclohexyloxy-4-oxo-2,2,6,6-tetramethylpiperidine, with the exception of the addition of Zn (61.1 mmol, 4.00 g), 1,2-dibromoethane (200 μl), trimethyl-chlorosilane (250 μl), iodopropane (58.8 mmol, 10.0 g), CuCN (53.6 mmol, 4.80 g), LiCl (114 mmol, 4.80 g) and 4-oxo-TEMPO (58.8 mmol, 10.0 g). 1H-NMR (CDCl3): δ=3.78 (t, J=6.7 Hz, 2H, O—CH2), 2.55 (d, J=12.7 Hz, 2H, CH2—... Reactants: C1(=CC=CC=C1)C(O)(C1CCNCC1)C1=CC=CC=C1 (diphenyl(piperidin-4-yl)methanol), O=C1N(CCC1(C1=CC=CC=C1)C1=CC=CC=C1)CC(=O)O (2-(2-oxo-3,3-diphenylpyrrolidin-1-yl)acetic acid), Cl.C(C)N=C=NCCCN(C)C (N1-((ethylimino)methylene)-N3,N3-dimethylpropane-1,3-diamine hydrochloride). Reagents/catalysts: CN(C1=CC=NC=C1)C (N,N-dimethylpyridin-4-amine). The solvent is ClCCl (dichloromethane). Run at time 8 hour. The product is OC(C1CCN(CC1)C(CN1C(C(CC1)(C1=CC=CC=C1)C1=CC=CC=C1)=O)=O)(C1=CC=CC=C1)C1=CC=CC=C1 (1-(2-{4-[hydroxy(diphenyl)methyl]piperidin-1-yl}-2-oxoethyl)-3,3-diphenylpyrrolidin-2-one). Reaction SMILES: [C:1]1([C:7]([C:15]2[CH:20]=[CH:19][CH:18]=[CH:17][CH:16]=2)([CH:9]2[CH2:14][CH2:13][NH:12][CH2:11][CH2:10]2)[OH:8])[CH:6]=[CH:5][CH:4]=[CH:3][CH:2]=1.[O:21]=[C:22]1[C:26]([C:33]2[CH:38]=[CH:37][CH:36]=[CH:35][CH:34]=2)([C:27]2[CH:32]=[CH:31][CH:30]=[CH:29][CH:28]=2)[CH2:25][CH2:24][N:23]1[CH2:39][C:40](O)=[O:41].Cl.C(N=C=NCCCN(C)C)C>ClCCl.CN(C)C1C=CN=CC=1>[OH:8][C:7]([C:15]1[CH:20]=[CH:19][CH:18]=[CH:17][CH:16]=1)([C:1]1[CH:2]=[CH:3][CH:4]=[CH:5][CH:6]=1)[CH:9]1[CH2:14][CH2:13][N:12]([C:40](=[O:41])[CH2:39][N:23]2[CH2:24][CH2:25][C:26]([C:27]3[CH:32]=[CH:31][CH:30]=[CH:29][CH:28]=3)([C:33]3[CH:38]=[CH:37][CH:36]=[CH:35][CH:34]=3)[C:22]2=[O:21])[CH2:11][CH2:10]1 |f:2.3|. Procedure: To a solution of diphenyl(piperidin-4-yl)methanol (0.27 g, 1.00 mmol) in dichloromethane (20 mL) was added 2-(2-oxo-3,3-diphenylpyrrolidin-1-yl)acetic acid (Example 1C, 0.30 g, 1.00 mmol) under nitrogen. To the reaction was added N1-((ethylimino)methylene)-N3,N3-dimethylpropane-1,3-diamine hydrochloride (0.38 g, 2.00 mmol) and N,N-dimethylpyridin-4-amine (6.1 mg, 0.005 mmol), and the reaction mixture was stirred overnight at room temperature. The reaction was concentrated and the residue was par... Reactants: ClC=1C=C(C=CC1O)C=1OCCN1 (4,5-dihydro-2-(3-chloro-4-hydroxyphenyl)oxazole), BrCCCCCCCCC1=CC(=NO1)C (5-(8-bromooctyl)-3-methylisoxazole), CC1=CC(=NO1)CCC(=O)OC (Methyl 5-methyl-3-isoxazolepropanoate). Yields the product ClC1=C(OCCCCCCCCC2=CC(=NO2)C)C=CC(=C1)C=1OCCN1 (5-{8-[2-Chloro-4-(4,5-dihydro-2-oxazolyl)phenoxy]octyl}-3-methylisoxazole). As a reaction SMILES: [Cl:1][C:2]1[CH:3]=[C:4]([C:9]2[O:10][CH2:11][CH2:12][N:13]=2)[CH:5]=[CH:6][C:7]=1[OH:8].Br[CH2:15][CH2:16][CH2:17][CH2:18][CH2:19][CH2:20][CH2:21][CH2:22][C:23]1[O:27][N:26]=[C:25]([CH3:28])[CH:24]=1.CC1ON=C(CCC(OC)=O)C=1>>[Cl:1][C:2]1[CH:3]=[C:4]([C:9]2[O:10][CH2:11][CH2:12][N:13]=2)[CH:5]=[CH:6][C:7]=1[O:8][CH2:15][CH2:16][CH2:17][CH2:18][CH2:19][CH2:20][CH2:21][CH2:22][C:23]1[O:27][N:26]=[C:25]([CH3:28])[CH:24]=1. Reported procedure: 5-{8-[2-Chloro-4-(4,5-dihydro-2-oxazolyl)phenoxy]octyl}-3-methylisoxazole [IX; R=CH3, R2, R3, R4, R5 and R6 =H, R1 =2-Cl, Y=(CH2)8, oxazole at 4-position] was prepared from 4,5-dihydro-2-(3-chloro-4-hydroxyphenyl)oxazole (Example 13b) and 5-(8-bromooctyl)-3-methylisoxazole (Example 18a) according to the procedure of Example 9, part (d), and was obtained in the form of a colorless solid, m.p. 63°-64° C. when recrystallized from ether. The reactants are O=C(Cc1ccccc1)Nc1cnc2ccc(Br)cc2n1, C1COCCO1, CC1(C)OB(c2cncc(NS(=O)(=O)c3ccccc3)c2)OC1(C)C, [Na+], [Na+], O=C([O-])[O-], O. Product: O=C(Cc1ccccc1)Nc1cnc2ccc(-c3cncc(NS(=O)(=O)c4ccccc4)c3)cc2n1. RXN SMILES: [Br:1][c:2]1[cH:3][cH:4][c:5]2[n:6][cH:7][c:8]([NH:12][C:13]([CH2:14][c:15]3[cH:16][cH:17][cH:18][cH:19][cH:20]3)=[O:21])[n:9][c:10]2[cH:11]1.[CH2:54]1[O:55][CH2:56][CH2:57][O:58][CH2:59]1.[CH3:22][C:23]1([CH3:24])[C:25]([CH3:26])([CH3:27])[O:28][B:29]([c:30]2[cH:31][c:32]([NH:36][S:37](=[O:38])(=[O:39])[c:40]3[cH:41][cH:42][cH:43][cH:44][cH:45]3)[cH:33][n:34][cH:35]2)[O:46]1.[Na+:48].[Na+:49].[O-:50][C:51](=[O:52])[O-:53].[OH2:47]>>[c:2]1(-[c:30]2[cH:31][c:32]([NH:36][S:37](=[O:38])(=[O:39])[c:40]3[cH:41][cH:42][cH:43][cH:44][cH:45]3)[cH:33][n:34][cH:35]2)[cH:3][cH:4][c:5]2[n:6][cH:7][c:8]([NH:12][C:13]([CH2:14][c:15]3[cH:16][cH:17][cH:18][cH:19][cH:20]3)=[O:21])[n:9][c:10]2[cH:11]1. The reactants are CC1=NOC(=C1C1=CC=C2C(=C(C=NC2=C1)C(=O)[O-])O)C (7-(3,5-dimethyl-4-isoxazolyl)-4-hydroxy-3-quinolinecarboxylate), CC1=NOC(=C1C1=CC=C2C(=C(C=NC2=C1)C(=O)[O-])O)C (7-(3,5-dimethyl-4-isoxazolyl)-4-hydroxy-3-quinolinecarboxylate), C1(=CC=CC=C1)OC1=CC=CC=C1 (diphenyl ether). Run in CCCCCC (hexane). Product: CC1=NOC(=C1C1=CC=C2C(=CC=NC2=C1)O)C (7-(3,5-dimethyl-4-isoxazolyl)-4-quinolinol). Isolated yield 86.0%. As a reaction SMILES: [CH3:1][C:2]1[C:6]([C:7]2[CH:16]=[C:15]3[C:10]([C:11]([OH:20])=[C:12](C([O-])=O)[CH:13]=[N:14]3)=[CH:9][CH:8]=2)=[C:5]([CH3:21])[O:4][N:3]=1.C1(OC2C=CC=CC=2)C=CC=CC=1>CCCCCC>[CH3:1][C:2]1[C:6]([C:7]2[CH:16]=[C:15]3[C:10]([C:11]([OH:20])=[CH:12][CH:13]=[N:14]3)=[CH:9][CH:8]=2)=[C:5]([CH3:21])[O:4][N:3]=1. Procedure: 7-(3,5-dimethyl-4-isoxazolyl)-4-hydroxy-3-quinolinecarboxylate (for a preparation see Intermediate 9, 10 g, 35.21 mmol) was suspended by small portions to boiling diphenyl ether (200 ml) and allowed to reflux for 2 h. The reaction mixture was poured into hexane (500 ml) at 0° C., the precipitate was filtered and washed several times with hexane to give the title compound as a white solid (6.8 g, 86%). [APCI-MS] m/z: 240 MH+, Rt 1.89 min. 1H NMR (300 MHz, CDCl3, ppm) δ: 12.44 (brs, 1H), 8.67 (d, ...